This data is from the Open Reaction Database (ORD), a public repository of structured organic reaction records. The task is: describe an organic reaction: reactants, conditions, products, and yield The reactants are [N+](=O)([O-])C1=C(C#N)C(=CC(=C1)C(F)(F)F)[N+](=O)[O-] (2,6-dinitro-4-trifluoromethylbenzonitrile), N1CCOCC1 (morpholine). The product is [N+](=O)([O-])C1=C(C#N)C(=CC(=C1)C(F)(F)F)N1CCOCC1 (2-nitro-4-trifluoromethyl-6-morpholinylbenzonitrile). Reaction SMILES: [N+:1]([C:4]1[CH:11]=[C:10]([C:12]([F:15])([F:14])[F:13])[CH:9]=[C:8]([N+:16]([O-:18])=[O:17])[C:5]=1[C:6]#[N:7])([O-])=O.N1[CH2:24][CH2:23][O:22][CH2:21][CH2:20]1>>[N+:16]([C:8]1[CH:9]=[C:10]([C:12]([F:15])([F:14])[F:13])[CH:11]=[C:4]([N:1]2[CH2:24][CH2:23][O:22][CH2:21][CH2:20]2)[C:5]=1[C:6]#[N:7])([O-:18])=[O:17]. Procedure details: 2-nitro-4-trifluoromethyl-6-morpholinylbenzonitrile is prepared from 2,6-dinitro-4-trifluoromethylbenzonitrile and morpholine as in example 10, m.p. 174°-178° C.